Dataset: the Open Reaction Database (ORD), a public repository of structured organic reaction records. Task: describe an organic reaction: reactants, conditions, products, and yield Starting materials: CC(C)(C)[Si](OCCOCC(O)C(=O)Nc1ccc(F)cn1)(c1ccccc1)c1ccccc1, C1CCOC1, CCOC(C)=O, Clc1cccc(Cl)c1-n1ncc2c(Cl)ncnc21, [H-], [Na+], O, O=C(O)CC(O)(CC(=O)O)C(=O)O. The product is CC(C)(C)[Si](OCCOCC(Oc1ncnc2c1cnn2-c1c(Cl)cccc1Cl)C(=O)Nc1ccc(F)cn1)(c1ccccc1)c1ccccc1. As a reaction SMILES: [C:3]([CH3:4])([CH3:5])([CH3:6])[Si:7]([O:8][CH2:9][CH2:10][O:11][CH2:12][CH:13]([C:14](=[O:15])[NH:16][c:17]1[n:18][cH:19][c:20]([F:23])[cH:21][cH:22]1)[OH:24])([c:25]1[cH:26][cH:27][cH:28][cH:29][cH:30]1)[c:31]1[cH:32][cH:33][cH:34][cH:35][cH:36]1.[CH2:68]1[O:69][CH2:70][CH2:71][CH2:72]1.[CH3:74][CH2:75][O:76][C:77]([CH3:78])=[O:79].[Cl:37][c:38]1[c:39]2[c:40]([n:41][cH:42][n:43]1)[n:44](-[c:47]1[c:48]([Cl:54])[cH:49][cH:50][cH:51][c:52]1[Cl:53])[n:45][cH:46]2.[H-:1].[Na+:2].[OH2:73].[OH:55][C:56]([CH2:57][C:58]([C:59](=[O:60])[OH:61])([CH2:62][C:63](=[O:64])[OH:65])[OH:66])=[O:67]>>[C:3]([CH3:4])([CH3:5])([CH3:6])[Si:7]([O:8][CH2:9][CH2:10][O:11][CH2:12][CH:13]([C:14](=[O:15])[NH:16][c:17]1[n:18][cH:19][c:20]([F:23])[cH:21][cH:22]1)[O:24][c:38]1[c:39]2[c:40]([n:41][cH:42][n:43]1)[n:44](-[c:47]1[c:48]([Cl:54])[cH:49][cH:50][cH:51][c:52]1[Cl:53])[n:45][cH:46]2)([c:25]1[cH:26][cH:27][cH:28][cH:29][cH:30]1)[c:31]1[cH:32][cH:33][cH:34][cH:35][cH:36]1. Reactants: [Li]CCCC (n-BuLi), CC=1SC(=C(N1)C)C(=O)O (2,4-dimethylthiazole-5-carboxylic acid), CN1N=NC(=C1C=O)C1=NC=CC=C1 (3-methyl-5-pyridin-2-yl-3H-[1,2,3]triazole-4-carbaldehyde). Run in C1CCOC1 (THF), C1CCOC1 (THF). Reaction conditions: temperature -75 celsius, time 2 hour. The product is OC(CC=1SC(=C(N1)C)C(=O)O)C=1N(N=NC1C1=NC=CC=C1)C (2-[2-Hydroxy-2-(3-methyl-5-pyridin-2-yl-3H-[1,2,3]triazol-4-yl)-ethyl]-4-methyl-thiazole-5-carboxylic acid). Isolated yield 83.4%. As a reaction SMILES: [CH3:1][C:2]1[S:3][C:4]([C:8]([OH:10])=[O:9])=[C:5]([CH3:7])[N:6]=1.[Li]CCCC.[CH3:16][N:17]1[C:21]([CH:22]=[O:23])=[C:20]([C:24]2[CH:29]=[CH:28][CH:27]=[CH:26][N:25]=2)[N:19]=[N:18]1>C1COCC1>[OH:23][CH:22]([C:21]1[N:17]([CH3:16])[N:18]=[N:19][C:20]=1[C:24]1[CH:29]=[CH:28][CH:27]=[CH:26][N:25]=1)[CH2:1][C:2]1[S:3][C:4]([C:8]([OH:10])=[O:9])=[C:5]([CH3:7])[N:6]=1. Procedure details: To a suspension of 2,4-dimethylthiazole-5-carboxylic acid (157 mg, 1.0 mmol) in THF (8 mL) was added dropwise n-BuLi (1.6 M in hexanes, 1.25 mL, 2.0 mmol) under Ar at −75° C. The brown suspension was stirred at −75° C. for 2 h and then a solution of 3-methyl-5-pyridin-2-yl-3H-[1,2,3]triazole-4-carbaldehyde (188 mg, 1.0 mmol) in THF (3 mL) was added at −75° C. and the brown suspension was stirred at −75° C. for 2 h. The mixture was then quenched with an aqueous solution of citric acid (5%, 10 mL)... The reactants are ClC1=C(C=C(C=C1)C1(N(C(SC1)=NC1=CC=CC=C1)C)O)S(N(C)C)(=O)=O (4-(4-chloro-3-dimethylsulfamoylphenyl)-3-methyl-2-phenyliminothiazolidin-4-ol). The solvent is C(C)(=O)O (acetic acid). Yields the product ClC1=C(C=C(C=C1)C=1N(C(SC1)=NC1=CC=CC=C1)C)S(N(C)C)(=O)=O (4-(4-Chloro-3-dimethylsulfamoylphenyl)-3-methyl-2-phenylimino-4-thiazoline). As a reaction SMILES: [Cl:1][C:2]1[CH:7]=[CH:6][C:5]([C:8]2(O)[CH2:12][S:11][C:10](=[N:13][C:14]3[CH:19]=[CH:18][CH:17]=[CH:16][CH:15]=3)[N:9]2[CH3:20])=[CH:4][C:3]=1[S:22](=[O:27])(=[O:26])[N:23]([CH3:25])[CH3:24]>C(O)(=O)C>[Cl:1][C:2]1[CH:7]=[CH:6][C:5]([C:8]2[N:9]([CH3:20])[C:10](=[N:13][C:14]3[CH:15]=[CH:16][CH:17]=[CH:18][CH:19]=3)[S:11][CH:12]=2)=[CH:4][C:3]=1[S:22](=[O:27])(=[O:26])[N:23]([CH3:24])[CH3:25]. Procedure: 8.52 g (0.02 mole) of 4-(4-chloro-3-dimethylsulfamoylphenyl)-3-methyl-2-phenyliminothiazolidin-4-ol in 100 ml of glacial acetic acid are heated at the boil for 3 hours, the solvent is distilled off and the residue is made to crystallize using water. Melting point 180° C. The reactants are O=C(Cl)Oc1ccc(Oc2ccc(C(F)(F)F)cn2)cc1, c1cnc(N2CCNCC2)nc1. Product: O=C(Oc1ccc(Oc2ccc(C(F)(F)F)cn2)cc1)N1CCN(c2ncccn2)CC1, Cl. RXN SMILES: [Cl:1][C:2](=[O:3])[O:4][c:5]1[cH:6][cH:7][c:8]([O:11][c:12]2[n:13][cH:14][c:15]([C:18]([F:19])([F:20])[F:21])[cH:16][cH:17]2)[cH:9][cH:10]1.[n:22]1[c:23]([N:28]2[CH2:29][CH2:30][NH:31][CH2:32][CH2:33]2)[n:24][cH:25][cH:26][cH:27]1>>[C:2](=[O:3])([O:4][c:5]1[cH:6][cH:7][c:8]([O:11][c:12]2[n:13][cH:14][c:15]([C:18]([F:19])([F:20])[F:21])[cH:16][cH:17]2)[cH:9][cH:10]1)[N:31]1[CH2:30][CH2:29][N:28]([c:23]2[n:22][cH:27][cH:26][cH:25][n:24]2)[CH2:33][CH2:32]1.[ClH:1].